describe an organic reaction: reactants, conditions, products, and yield From a dataset of the Open Reaction Database (ORD), a public repository of structured organic reaction records. Reactants: CNCC(=O)O[C@@H](CN1N(C(C(=C1C)C(NC1=CC(=C(C=C1)OC1=CC=NC2=CC(=CC=C12)OC)F)=O)=O)C1=CC=CC=C1)C ((R)-1-(4-(4-(7-methoxyquinolin-4-yloxy)-3-fluorophenylcarbam-oyl)-2,3-dihydro-5-methyl-3-oxo-2-phenylpyrazol-1-yl)propan-2-yl 2-(methylamino)acetate), C(C1=CC=CC=C1)(=O)O (benzoic acid), solid. The product is C(C1=CC=CC=C1)(=O)O.CNCC(=O)O[C@@H](CN1N(C(C(=C1C)C(NC1=CC(=C(C=C1)OC1=CC=NC2=CC(=CC=C12)OC)F)=O)=O)C1=CC=CC=C1)C ((R)-1-(4-(3-fluoro-4-(7-methoxyquinolin-4-yloxy)phenylcarbamoyl)-5-methyl-3-oxo-2-phenyl-2,3-dihydropyrazol-1-yl)propan-2-yl 2-(methylamino)acetate benzoate). RXN SMILES: [CH3:1][NH:2][CH2:3][C:4]([O:6][C@H:7]([CH3:45])[CH2:8][N:9]1[C:13]([CH3:14])=[C:12]([C:15](=[O:37])[NH:16][C:17]2[CH:22]=[CH:21][C:20]([O:23][C:24]3[C:33]4[C:28](=[CH:29][C:30]([O:34][CH3:35])=[CH:31][CH:32]=4)[N:27]=[CH:26][CH:25]=3)=[C:19]([F:36])[CH:18]=2)[C:11](=[O:38])[N:10]1[C:39]1[CH:44]=[CH:43][CH:42]=[CH:41][CH:40]=1)=[O:5].[C:46]([OH:54])(=[O:53])[C:47]1[CH:52]=[CH:51][CH:50]=[CH:49][CH:48]=1>>[C:46]([OH:54])(=[O:53])[C:47]1[CH:52]=[CH:51][CH:50]=[CH:49][CH:48]=1.[CH3:1][NH:2][CH2:3][C:4]([O:6][C@H:7]([CH3:45])[CH2:8][N:9]1[C:13]([CH3:14])=[C:12]([C:15](=[O:37])[NH:16][C:17]2[CH:22]=[CH:21][C:20]([O:23][C:24]3[C:33]4[C:28](=[CH:29][C:30]([O:34][CH3:35])=[CH:31][CH:32]=4)[N:27]=[CH:26][CH:25]=3)=[C:19]([F:36])[CH:18]=2)[C:11](=[O:38])[N:10]1[C:39]1[CH:40]=[CH:41][CH:42]=[CH:43][CH:44]=1)=[O:5] |f:2.3|. Reported procedure: The title compound was prepared according to the procedure described in Example 39 step 3 by using (R)-1-(4-(4-(7-methoxyquinolin-4-yloxy)-3-fluorophenylcarbam-oyl)-2,3-dihydro-5-methyl-3-oxo-2-phenylpyrazol-1-yl)propan-2-yl 2-(methylamino)acetate (82.3 mg, 0.134 mmol) and benzoic acid (32.7 mg, 0.268 mmol, Tianjin Chemical Reagent Factory). The title compound was abtained as a yellow solid (71.3 mg, 62%). The reactants are FC1(F)CC2CC1CC2OCc1ccccc1, CO, [Pd]. Product: OC1CC2CC1CC2(F)F. RXN SMILES: [CH2:1]([c:2]1[cH:3][cH:4][cH:5][cH:6][cH:7]1)[O:8][CH:9]1[CH:10]2[CH2:11][C:12]([F:16])([F:17])[CH:13]([CH2:14]1)[CH2:15]2.[CH3:18][OH:19].[Pd:20]>>[OH:8][CH:9]1[CH:10]2[CH2:11][C:12]([F:16])([F:17])[CH:13]([CH2:14]1)[CH2:15]2. The reactants are [O-]C#N.[Na+] (sodium cyanate), CC=1C(=NC=C(C1)C)N(CCCNO)C1CCCC=2C=CC=NC12 (N-{3-[(3,5-Dimethyl-pyridin-2-yl)-(5,6,7,8-tetrahydro-quinolin-8-yl)-amino]-propyl}-hydroxylamine), [OH-].[Na+] (NaOH). The solvent is O (H2O). Product: CC=1C(=NC=C(C1)C)N(CCCN(C(=O)N)O)C1CCCC=2C=CC=NC12 (N-{3-[(3,5-Dimethyl-pyridin-2-yl)-(5,6,7,8-tetrahydro-quinolin-8-yl)-amino]-propyl}-N-hydroxyurea). RXN SMILES: [CH3:1][C:2]1[C:3]([N:9]([CH:15]2[C:24]3[N:23]=[CH:22][CH:21]=[CH:20][C:19]=3[CH2:18][CH2:17][CH2:16]2)[CH2:10][CH2:11][CH2:12][NH:13][OH:14])=[N:4][CH:5]=[C:6]([CH3:8])[CH:7]=1.[O-:25][C:26]#[N:27].[Na+].[OH-].[Na+]>O>[CH3:1][C:2]1[C:3]([N:9]([CH:15]2[C:24]3[N:23]=[CH:22][CH:21]=[CH:20][C:19]=3[CH2:18][CH2:17][CH2:16]2)[CH2:10][CH2:11][CH2:12][N:13]([OH:14])[C:26]([NH2:27])=[O:25])=[N:4][CH:5]=[C:6]([CH3:8])[CH:7]=1 |f:1.2,3.4|. Procedure details: N-{3-[(3,5-Dimethyl-pyridin-2-yl)-(5,6,7,8-tetrahydro-quinolin-8-yl)-amino]-propyl}-hydroxylamine (HBr salt) (138 mg, 0.22 mmol) was dissolved in H2O (2 mL) and treated with sodium cyanate (42 mg, 0.65 mmol) for 3.5 hours. 15% aqueous NaOH solution (0.1 mL) was added and the aqueous was extracted with CH2Cl2 (3×5 mL). The combined organics were then dried (Na2SO4) and concentrated under reduced pressure to afford, after radial chromatographic purification on a silica gel plate (3% NH4OH/CH3CN) N... Starting materials: CC=1C(=CC=2C(CCC(C2C1)(C)C)(C)C)C(=C)C1=CC=C(C=C1)CO ({4-[1-(3,5,5,8,8-Pentamethyl-5,6,7,8-tetrahydro-naphthalen-2-yl)-vinyl]-phenyl}-methanol), [H-].[Na+] (NaH), CS(=O)(=O)Cl (Methanesulfonyl chloride), S1C(NC(C1)=O)=O (thiazolidine-2,4-dione). Run in CCN(CC)CC (NEt3). The product is CC=1C(=CC=2C(CCC(C2C1)(C)C)(C)C)C(=C)C1=CC=C(CN2C(SCC2=O)=O)C=C1 (3-{4-[1-(3,5,5,8,8-Pentamethyl-5,6,7,8-tetrahydro-naphthalen-2-yl)-vinyl]-benzyl}-thiazolidine-2,4-dione). Yield: 38.6%. Reaction SMILES: [CH3:1][C:2]1[C:3]([C:16]([C:18]2[CH:23]=[CH:22][C:21]([CH2:24]O)=[CH:20][CH:19]=2)=[CH2:17])=[CH:4][C:5]2[C:6]([CH3:15])([CH3:14])[CH2:7][CH2:8][C:9]([CH3:13])([CH3:12])[C:10]=2[CH:11]=1.CS(Cl)(=O)=O.[S:31]1[CH2:35][C:34](=[O:36])[NH:33][C:32]1=[O:37].[H-].[Na+]>CCN(CC)CC>[CH3:1][C:2]1[C:3]([C:16]([C:18]2[CH:19]=[CH:20][C:21]([CH2:24][N:33]3[C:34](=[O:36])[CH2:35][S:31][C:32]3=[O:37])=[CH:22][CH:23]=2)=[CH2:17])=[CH:4][C:5]2[C:6]([CH3:14])([CH3:15])[CH2:7][CH2:8][C:9]([CH3:12])([CH3:13])[C:10]=2[CH:11]=1 |f:3.4|. Procedure: Adopting the procedure outlined for example 9 using 40.0 mg (0.12 mmol) of {4-[1-(3,5,5,8,8-Pentamethyl-5,6,7,8-tetrahydro-naphthalen-2-yl)-vinyl]-phenyl}-methanol, 0.05 mL of Methanesulfonyl chloride, 0.10 mL of NEt3, 280 mg of thiazolidine-2,4-dione, and 57 mg of NaH, 20.1 mg of the product was obtained.